From a dataset of the Open Reaction Database (ORD), a public repository of structured organic reaction records. describe an organic reaction: reactants, conditions, products, and yield The reactants are CC(=O)OC(C)=O, Cc1nc(C(C)C)cs1, O=Cc1cccc([N+](=O)[O-])c1. Yields the product CC(C)c1csc(C=Cc2cccc([N+](=O)[O-])c2)n1. Reaction SMILES: [CH3:1][C:2]([O:3][C:4](=[O:5])[CH3:6])=[O:7].[CH:19]([CH3:20])([CH3:21])[c:22]1[n:23][c:24]([CH3:27])[s:25][cH:26]1.[N+:8](=[O:9])([O-:10])[c:11]1[cH:12][c:13]([CH:14]=[O:15])[cH:16][cH:17][cH:18]1>>[N+:8](=[O:9])([O-:10])[c:11]1[cH:12][c:13]([CH:14]=[CH:27][c:24]2[n:23][c:22]([CH:19]([CH3:20])[CH3:21])[cH:26][s:25]2)[cH:16][cH:17][cH:18]1. Starting materials: N1=CC=C(C=C1)C1CN(CC1)C(=O)C1(CC1)C1=CC=C(C=C1)O (4-{1-[(3-pyridin-4-ylpyrrolidin-1-yl)carbonyl]cyclopropyl}phenol), C(C1=CC=CC=C1)Br (benzyl bromide), C([O-])([O-])=O.[K+].[K+] (potassium carbonate), CN(C=O)C (N,N-dimethylformamide). Product: C(C1=CC=CC=C1)OC1=CC=C(C=C1)C1(CC1)C(=O)N1CC(CC1)C1=CC=NC=C1 (4-[1-({1-[4-(Benzyloxy)phenyl]cyclopropyl}carbonyl)pyrrolidin-3-yl]pyridine). The yield is 43.1%. RXN SMILES: [N:1]1[CH:6]=[CH:5][C:4]([CH:7]2[CH2:11][CH2:10][N:9]([C:12]([C:14]3([C:17]4[CH:22]=[CH:21][C:20]([OH:23])=[CH:19][CH:18]=4)[CH2:16][CH2:15]3)=[O:13])[CH2:8]2)=[CH:3][CH:2]=1.[CH2:24](Br)[C:25]1[CH:30]=[CH:29][CH:28]=[CH:27][CH:26]=1.C(=O)([O-])[O-].[K+].[K+].CN(C)C=O>>[CH2:24]([O:23][C:20]1[CH:19]=[CH:18][C:17]([C:14]2([C:12]([N:9]3[CH2:10][CH2:11][CH:7]([C:4]4[CH:3]=[CH:2][N:1]=[CH:6][CH:5]=4)[CH2:8]3)=[O:13])[CH2:16][CH2:15]2)=[CH:22][CH:21]=1)[C:25]1[CH:30]=[CH:29][CH:28]=[CH:27][CH:26]=1 |f:2.3.4|. Reported procedure: A mixture of 4-{1-[(3-pyridin-4-ylpyrrolidin-1-yl)carbonyl]cyclopropyl}phenol (20 mg, 0.00006 mol, example 372), benzyl bromide (7.7 μL, 0.000065 mol), and potassium carbonate (18 mg, 0.00013 mol) in N,N-dimethylformamide (200 μL, 0.002 mol) was stirred at room temperature over night. The crude product was purified with prep-HPLC to afford the product (10.3 mg). LCMS: m/z 399.0 (M+H+).